The task is: describe an organic reaction: reactants, conditions, products, and yield. This data is from the Open Reaction Database (ORD), a public repository of structured organic reaction records. The reactants are N1=C(C=CC2=CC=CC=C12)N1CCNCC1 (1-(2-quinolinyl)piperazine), C(C)N=C=S (ethyl isothiocyanate). Run in CCOCC (ether). Reaction conditions: time 1 hour. The product is C(C)NC(=S)N1CCN(CC1)C1=NC2=CC=CC=C2C=C1 (N-Ethyl-4-(2-quinolyl)-1-piperazinethiocarboxamide). Reaction SMILES: [N:1]1[C:10]2[C:5](=[CH:6][CH:7]=[CH:8][CH:9]=2)[CH:4]=[CH:3][C:2]=1[N:11]1[CH2:16][CH2:15][NH:14][CH2:13][CH2:12]1.[CH2:17]([N:19]=[C:20]=[S:21])[CH3:18]>CCOCC>[CH2:17]([NH:19][C:20]([N:14]1[CH2:15][CH2:16][N:11]([C:2]2[CH:3]=[CH:4][C:5]3[C:10](=[CH:9][CH:8]=[CH:7][CH:6]=3)[N:1]=2)[CH2:12][CH2:13]1)=[S:21])[CH3:18]. Procedure details: To a slurry of 4.26 g. of 1-(2-quinolinyl)piperazine in 30 ml. of anhydrousether is added dropwise a solution of 1.74 g. of ethyl isothiocyanate in 30ml. of anhydrous ether. The mixture is stirred for one hour and the resulting solid is collected and recrystallized from 150 ml. of ethanol, giving 4.43 g. of the desired product as a white crystalline solid, m.p. 193°-195° C. The reactants are CCc1nc2ccccc2n1-c1nc(N2CCOCC2)c2nc(CC3CCNCC3)n(C)c2n1, O=C(Cl)C1CC1, ClCCl. Yields the product CCc1nc2ccccc2n1-c1nc(N2CCOCC2)c2nc(CC3CCN(C(=O)C4CC4)CC3)n(C)c2n1. RXN SMILES: [CH2:1]([CH3:2])[c:3]1[n:4][c:5]2[c:6]([n:7]1-[c:8]1[n:9][c:10]([N:25]3[CH2:26][CH2:27][O:28][CH2:29][CH2:30]3)[c:11]3[n:12][c:13]([CH2:18][CH:19]4[CH2:20][CH2:21][NH:22][CH2:23][CH2:24]4)[n:14]([CH3:17])[c:15]3[n:16]1)[cH:31][cH:32][cH:33][cH:34]2.[CH:35]1([C:38](=[O:39])[Cl:40])[CH2:36][CH2:37]1.[Cl:41][CH2:42][Cl:43]>>[CH2:1]([CH3:2])[c:3]1[n:4][c:5]2[c:6]([n:7]1-[c:8]1[n:9][c:10]([N:25]3[CH2:26][CH2:27][O:28][CH2:29][CH2:30]3)[c:11]3[n:12][c:13]([CH2:18][CH:19]4[CH2:20][CH2:21][N:22]([C:38]([CH:35]5[CH2:36][CH2:37]5)=[O:39])[CH2:23][CH2:24]4)[n:14]([CH3:17])[c:15]3[n:16]1)[cH:31][cH:32][cH:33][cH:34]2. Starting materials: COC(NC(C(C)C)C(=O)N1C(CCC1)C=1NC(=CN1)C1=CC2=CC=C(C=C2C=C1)C1=CC=C(C=C1)C=1NC(=NC1)C1NCCC1)=O ({2-Methyl-1-[2-(5-{6-[4-(2-pyrrolidin-2-yl-3H-imidazol-4-yl)-phenyl]-naphthalen-2-yl}-1H-imidazol-2-yl)-pyrrolidine-1-carbonyl]-propyl}-carbamic acid methyl ester), C(C)(C)(C)OC(=O)N1C(CCC1)C=1NC(=CN1)C1=CC=C(C=C1)C1=CC2=CC=C(C=C2C=C1)C=1NC(=NC1)C1N(CCC1)C(C(C(C)C)NC(=O)OC)=O (2-{5-[4-(6-{2-[1-(2-Methoxycarbonylamino-3-methyl-butyryl)-pyrrolidin-2-yl]-3H-imidazol-4-yl]-naphthalen-2-yl)-phenyl]-1H-imidazol-2-yl]-pyrrolidine-1-carboxylic acid tert-butyl ester), Cl (HCl). Run in CO (MeOH), dioxanes, CCOCC (Et2O). Conditions: time 1 hour. Yields the product Cl.Cl.Cl.COC(NC(C(C)C)C(=O)N1C(CCC1)C=1NC(=CN1)C1=CC2=CC=C(C=C2C=C1)C1=CC=C(C=C1)C=1NC(=NC1)C1NCCC1)=O ({2-Methyl-1-[2-(5-{6-[4-(2-pyrrolidin-2-yl-3H-imidazol-4-yl)-phenyl]-naphthalen-2-yl}-1H-imidazol-2-yl)-pyrrolidine-1-carbonyl]-propyl}-carbamic acid methyl ester trihydrochloric acid salt). Yield: 87.0%. RXN SMILES: [CH3:1][O:2][C:3](=[O:47])[NH:4][CH:5]([C:9]([N:11]1[CH2:15][CH2:14][CH2:13][CH:12]1[C:16]1[NH:17][C:18]([C:21]2[CH:30]=[CH:29][C:28]3[C:23](=[CH:24][CH:25]=[C:26]([C:31]4[CH:36]=[CH:35][C:34]([C:37]5[NH:38][C:39]([CH:42]6[CH2:46][CH2:45][CH2:44][NH:43]6)=[N:40][CH:41]=5)=[CH:33][CH:32]=4)[CH:27]=3)[CH:22]=2)=[CH:19][N:20]=1)=[O:10])[CH:6]([CH3:8])[CH3:7].C(OC(N1CCCC1C1NC(C2C=CC(C3C=CC4C(=CC=C(C5NC(C6CCCN6C(=O)C(NC(OC)=O)C(C)C)=NC=5)C=4)C=3)=CC=2)=CN=1)=O)(C)(C)C.[ClH:102]>CO.CCOCC>[ClH:102].[ClH:102].[ClH:102].[CH3:1][O:2][C:3](=[O:47])[NH:4][CH:5]([C:9]([N:11]1[CH2:15][CH2:14][CH2:13][CH:12]1[C:16]1[NH:17][C:18]([C:21]2[CH:30]=[CH:29][C:28]3[C:23](=[CH:24][CH:25]=[C:26]([C:31]4[CH:36]=[CH:35][C:34]([C:37]5[NH:38][C:39]([CH:42]6[CH2:46][CH2:45][CH2:44][NH:43]6)=[N:40][CH:41]=5)=[CH:33][CH:32]=4)[CH:27]=3)[CH:22]=2)=[CH:19][N:20]=1)=[O:10])[CH:6]([CH3:8])[CH3:7] |f:5.6.7.8|. Procedure details: To a solution of 245-(4-Bromo-phenyl)-1H-imidazol-2-yl]-pyrrolidine-1-carboxylic acid tert-butyl ester (1.00 g, 2.5 mmol) and [2-Methyl-1-(2-{5-[6-(4,4,5,5-tetramethyl-[1,3,2]dioxaborolan-2-yl)-naphthalen-2-yl]-1H-imidazol-2-yl]-pyrrolidine-1-carbonyl)-propyl]-carbamic acid methyl ester (1.97 g, 3.6 mmol, 1.5 equiv.) in DME (12.5 mL) was added K3PO4 (aqueous, 2 M, 3.9 mL, 7.8 mmol, 3 equiv.), Pd2 dba3 (0.12 g, 0.13 mmol, 0.05 equiv.), and Xantphos (0.15 g, 0.26 mmol, 0.1 equiv.). The slurry was ...